Dataset: the Open Reaction Database (ORD), a public repository of structured organic reaction records. Task: describe an organic reaction: reactants, conditions, products, and yield Starting materials: N=1ON=C2C1C=CC=C2C=O (2,1,3-benzoxadiazole-4-aldehyde), NC1=NNC=C1 (3-aminopyrazole), C(C1=CC=CC=C1)(=O)CC(=O)OCC (ethyl benzoylacetate). Product: N=1ON=C2C1C=CC=C2C2C=1C(NC(=C2C(=O)OCC)C2=CC=CC=C2)=NNC1 (Ethyl 4-(2,1,3-benzoxadiazol-4-yl)-4,7-dihydro-6-phenyl-2H-pyrazolo[3,4-b]pyridine-5-carboxylate). RXN SMILES: [N:1]1[O:2][N:3]=[C:4]2[C:9]([CH:10]=O)=[CH:8][CH:7]=[CH:6][C:5]=12.[NH2:12][C:13]1[CH:17]=[CH:16][NH:15][N:14]=1.[C:18]([CH2:26][C:27]([O:29][CH2:30][CH3:31])=[O:28])(=O)[C:19]1[CH:24]=[CH:23][CH:22]=[CH:21][CH:20]=1>>[N:1]1[O:2][N:3]=[C:4]2[C:9]([CH:10]3[C:26]([C:27]([O:29][CH2:30][CH3:31])=[O:28])=[C:18]([C:19]4[CH:20]=[CH:21][CH:22]=[CH:23][CH:24]=4)[NH:12][C:13]4=[N:14][NH:15][CH:16]=[C:17]34)=[CH:8][CH:7]=[CH:6][C:5]=12. Reported procedure: The title compound was prepared from 2,1,3-benzoxadiazole-4-aldehyde, 3-aminopyrazole and ethyl benzoylacetate in the same manner as in Example 1.